This data is from the Open Reaction Database (ORD), a public repository of structured organic reaction records. The task is: describe an organic reaction: reactants, conditions, products, and yield Reactants: solution, CN(C)C(=[N+](C)C)ON1C2=C(C=CC=C2)N=N1.[B-](F)(F)(F)F (TBTU), solution, CCN(C(C)C)C(C)C (DIPEA), OCCCN1CCCCC1 ((3-hydroxy-prop-1-yl)-piperidine), ClC1=CC=C(S1)C(=O)NC(C(=O)NC1=CC(=C(C(=O)O)C=C1)C)(C)C (4-{2-[(5-chloro-thiophene-2-carbonyl)-amino]-2-methyl-propionylamino}-2-methyl-benzoic acid), CCN(C(C)C)C(C)C (DIPEA), solution. Solvent: CN(C)C=O (DMF), CN(C)C=O (DMF). Yields the product CC(C)(C(NC1=CC(=C(C=C1)C(=O)N1C(CCCC1)CCCO)C)=O)NC(=O)C=1SC(=CC1)Cl (5-chloro-thiophene-2-carboxylic acid-N-{1-methyl-1-[3-methyl-4-(2-{3-hydroxy-prop-1-yl}-piperidin-1-yl-carbonyl)-phenylcarbamoyl]-ethyl}-amide). Reaction SMILES: [Cl:1][C:2]1[S:6][C:5]([C:7]([NH:9][C:10]([CH3:25])([CH3:24])[C:11]([NH:13][C:14]2[CH:22]=[CH:21][C:17]([C:18]([OH:20])=O)=[C:16]([CH3:23])[CH:15]=2)=[O:12])=[O:8])=[CH:4][CH:3]=1.CCN(C(C)C)C(C)C.CN(C(ON1N=[N:50][C:45]2[CH:46]=[CH:47][CH:48]=[CH:49][C:44]1=2)=[N+](C)C)C.[B-](F)(F)(F)F.[OH:57][CH2:58][CH2:59]CN1CCCCC1>CN(C=O)C>[CH3:25][C:10]([NH:9][C:7]([C:5]1[S:6][C:2]([Cl:1])=[CH:3][CH:4]=1)=[O:8])([C:11](=[O:12])[NH:13][C:14]1[CH:22]=[CH:21][C:17]([C:18]([N:50]2[CH2:45][CH2:46][CH2:47][CH2:48][CH:49]2[CH2:44][CH2:59][CH2:58][OH:57])=[O:20])=[C:16]([CH3:23])[CH:15]=1)[CH3:24] |f:2.3|. Procedure: 200 μl of a 0.05 molar solution of 4-{2-[(5-chloro-thiophene-2-carbonyl)-amino]-2-methyl-propionylamino}-2-methyl-benzoic acid, which additionally contains 0.05 mol/l DIPEA, in DMF are combined with 100 μl of a 0.1-molar solution of TBTU in DMF on a microtitre plate and mixed for 10 mins on a shaker. Then 200 μl of a 0,05-molar solution of (3-hydroxy-prop-1-yl)-piperidine, which additionally contains 0.05 mol/l DIPEA, are pipetted in and again mixed in by shaking. After 16 h at ambient temperatu... Reactants: BrC1=CC2=C(C=N1)C=C(N2C(=O)OC(C)(C)C)C=2C=NN(C2)C(=O)OC(C)(C)C (tert-Butyl 6-bromo-2-(1-(tert-butoxycarbonyl)-1H-pyrazol-4-yl)-1H-pyrrolo[3,2-c]pyridine-1-carboxylate), FC(C1=C(C=CC=C1)N)(F)F (2-trifluoromethyl phenylamine). Yields the product C(C)(C)(C)OC(=O)N1N=CC(=C1)C1=CC=2C=NC(=CC2N1C(=O)OC(C)(C)C)NC1=C(C=CC=C1)C(F)(F)F (tert-Butyl 2-(1-(tert-butoxycarbonyl)-1H-pyrazol-4-yl)-6-(2-(trifluoromethyl)phenylamino)-1H-pyrrolo[3,2-c]pyridine-1-carboxylate). Isolated yield 88.0%. RXN SMILES: Br[C:2]1[N:7]=[CH:6][C:5]2[CH:8]=[C:9]([C:18]3[CH:19]=[N:20][N:21]([C:23]([O:25][C:26]([CH3:29])([CH3:28])[CH3:27])=[O:24])[CH:22]=3)[N:10]([C:11]([O:13][C:14]([CH3:17])([CH3:16])[CH3:15])=[O:12])[C:4]=2[CH:3]=1.[F:30][C:31]([F:40])([F:39])[C:32]1[CH:37]=[CH:36][CH:35]=[CH:34][C:33]=1[NH2:38]>>[C:26]([O:25][C:23]([N:21]1[CH:22]=[C:18]([C:9]2[N:10]([C:11]([O:13][C:14]([CH3:17])([CH3:15])[CH3:16])=[O:12])[C:4]3[CH:3]=[C:2]([NH:38][C:33]4[CH:34]=[CH:35][CH:36]=[CH:37][C:32]=4[C:31]([F:30])([F:39])[F:40])[N:7]=[CH:6][C:5]=3[CH:8]=2)[CH:19]=[N:20]1)=[O:24])([CH3:28])([CH3:29])[CH3:27]. Procedure: The title compound was prepared in 88% yield from compound (10) and 2-trifluoromethyl phenylamine using the method described for Preparation 35. 1H-NMR (CDCl3, 500 MHz): δ 1.49 (s, 9H), 1.69 (s, 9H), 6.61 (d, J=0.95 Hz, 1H), 6.82 (br s, 1H, NH), 7.12 (t, J=7.57 Hz, 1H), 7.51 (t, J=8.20 Hz, 1H), 7.61 (m, 1H), 7.65 (d, J=7.57 Hz, 1H), 7.83 (d, J=0.63 Hz, 1H), 7.89 (d, J=8.20 Hz, 1H), 8.22 (d, J=0.95 Hz, 1H), 8.50 (d, 0.95 Hz, 1H). 19F-NMR (CDCl3): δ −61.43. Conditions: time 8 hour. Run in C(Cl)Cl (DCM). As a reaction SMILES: [NH2:1][C:2]1[C:3]([F:30])=[CH:4][C:5]([Cl:29])=[C:6]([C:8]2[C:9](=[O:28])[N:10]([CH2:26][CH3:27])[C:11]3[C:16]([CH:17]=2)=[CH:15][N:14]=[C:13]([NH:18][CH:19]2[CH2:24][CH2:23][N:22]([CH3:25])[CH2:21][CH2:20]2)[CH:12]=3)[CH:7]=1.N1C=CC=CC=1.[C:37]1([N:43]=[C:44]=[O:45])[CH:42]=[CH:41][CH:40]=[CH:39][CH:38]=1>C(Cl)Cl>[Cl:29][C:5]1[C:6]([C:8]2[C:9](=[O:28])[N:10]([CH2:26][CH3:27])[C:11]3[C:16]([CH:17]=2)=[CH:15][N:14]=[C:13]([NH:18][CH:19]2[CH2:24][CH2:23][N:22]([CH3:25])[CH2:21][CH2:20]2)[CH:12]=3)=[CH:7][C:2]([NH:1][C:44]([NH:43][C:37]2[CH:42]=[CH:41][CH:40]=[CH:39][CH:38]=2)=[O:45])=[C:3]([F:30])[CH:4]=1. Product: ClC1=CC(=C(C=C1C=1C(N(C2=CC(=NC=C2C1)NC1CCN(CC1)C)CC)=O)NC(=O)NC1=CC=CC=C1)F (1-(4-chloro-5-(1-ethyl-7-(1-methylpiperidin-4-ylamino)-2-oxo-1,2-dihydro-1,6-naphthyridin-3-yl)-2-fluorophenyl)-3-phenylurea). The reactants are NC=1C(=CC(=C(C1)C=1C(N(C2=CC(=NC=C2C1)NC1CCN(CC1)C)CC)=O)Cl)F (3-(5-amino-2-chloro-4-fluorophenyl)-1-ethyl-7-(1-methylpiperidin-4-ylamino)-1,6-naphthyridin-2(1H)-one), N1=CC=CC=C1 (pyridine), C1(=CC=CC=C1)N=C=O (phenyl isocyanate). Procedure: A solution of 3-(5-amino-2-chloro-4-fluorophenyl)-1-ethyl-7-(1-methylpiperidin-4-ylamino)-1,6-naphthyridin-2(1H)-one (200 mg, 0.465 mmol) and pyridine (70 mg, 0.95 mmol) in DCM (5 mL) was treated drop-wise with phenyl isocyanate (112 mg, 0.93 mmol) and stirred at RT under nitrogen overnight. The mixture was quenched with MeOH (5 mL), concentrated under reduced pressure and purified by prep-TLC separation to give 1-(4-chloro-5-(1-ethyl-7-(1-methylpiperidin-4-ylamino)-2-oxo-1,2-dihydro-1,6-naphthy... Isolated yield 47.0%. The reactants are [Br-], C1CCOC1, C=C[Mg+], Cc1cc(F)ccc1Nc1nc2ccc3c(C)c(C=O)[nH]c(=O)c3c2n1C. Product: C=CC(O)c1[nH]c(=O)c2c(ccc3nc(Nc4ccc(F)cc4C)n(C)c32)c1C. As a reaction SMILES: [Br-:28].[CH2:32]1[O:33][CH2:34][CH2:35][CH2:36]1.[CH:29](=[CH2:30])[Mg+:31].[F:1][c:2]1[cH:3][c:4]([CH3:27])[c:5]([NH:8][c:9]2[n:10]([CH3:26])[c:11]3[c:12]([cH:13][cH:14][c:15]4[c:16]([CH3:24])[c:17]([CH:22]=[O:23])[nH:18][c:19](=[O:21])[c:20]34)[n:25]2)[cH:6][cH:7]1>>[F:1][c:2]1[cH:3][c:4]([CH3:27])[c:5]([NH:8][c:9]2[n:10]([CH3:26])[c:11]3[c:12]([cH:13][cH:14][c:15]4[c:16]([CH3:24])[c:17]([CH:22]([OH:23])[CH:29]=[CH2:30])[nH:18][c:19](=[O:21])[c:20]34)[n:25]2)[cH:6][cH:7]1.